This data is from the Open Reaction Database (ORD), a public repository of structured organic reaction records. The task is: describe an organic reaction: reactants, conditions, products, and yield The reactants are C1CCNCC1, CN(C)C=O, N#Cc1cc(Cl)ccc1[N+](=O)[O-], O. Product: N#Cc1cc(N2CCCCC2)ccc1[N+](=O)[O-]. RXN SMILES: [CH2:13]1[CH2:14][CH2:15][NH:16][CH2:17][CH2:18]1.[CH3:20][N:21]([CH3:22])[CH:23]=[O:24].[Cl:1][c:2]1[cH:3][cH:4][c:5]([N+:10](=[O:11])[O-:12])[c:6]([C:7]#[N:8])[cH:9]1.[OH2:19]>>[c:2]1([N:16]2[CH2:15][CH2:14][CH2:13][CH2:18][CH2:17]2)[cH:3][cH:4][c:5]([N+:10](=[O:11])[O-:12])[c:6]([C:7]#[N:8])[cH:9]1.